Dataset: the Open Reaction Database (ORD), a public repository of structured organic reaction records. Task: describe an organic reaction: reactants, conditions, products, and yield Reactants: COC(=O)C1CN(C(C)C)CCC1N1CCC(NC(=O)OCc2ccccc2)C1=O, CC(C)O, [OH-], [OH-], [Pd+2]. Yields the product COC(=O)C1CN(C(C)C)CCC1N1CCC(N)C1=O. As a reaction SMILES: [CH2:1]([O:2][C:3](=[O:4])[NH:11][CH:12]1[C:13](=[O:30])[N:14]([CH:17]2[CH:18]([C:26](=[O:27])[O:28][CH3:29])[CH2:19][N:20]([CH:23]([CH3:24])[CH3:25])[CH2:21][CH2:22]2)[CH2:15][CH2:16]1)[c:5]1[cH:6][cH:7][cH:8][cH:9][cH:10]1.[CH:31]([OH:32])([CH3:33])[CH3:34].[OH-:35].[OH-:37].[Pd+2:36]>>[NH2:11][CH:12]1[C:13](=[O:30])[N:14]([CH:17]2[CH:18]([C:26](=[O:27])[O:28][CH3:29])[CH2:19][N:20]([CH:23]([CH3:24])[CH3:25])[CH2:21][CH2:22]2)[CH2:15][CH2:16]1. Starting materials: O=C[O-], O=CO, Nc1nc(N)c(N=O)c(N)n1, [NH4+], O, [Pd]. Product: Nc1nc(N)c(NC=O)c(N)n1, O. As a reaction SMILES: [CH:12](=[O:13])[O-:14].[CH:16]([OH:17])=[O:18].[NH2:1][c:2]1[n:3][c:4]([NH2:11])[c:5]([N:9]=[O:10])[c:6]([NH2:8])[n:7]1.[NH4+:15].[OH2:19].[Pd:20]>>[NH2:1][c:2]1[n:3][c:4]([NH2:11])[c:5]([NH:9][CH:12]=[O:13])[c:6]([NH2:8])[n:7]1.[OH2:10]. Starting materials: ClC1=CC=C(C(=O)N2CC(CC2)NC=2SC=C(N2)/C=C/C(=O)OCC)C=C1 (ethyl (2E)-3-(2-{[1-(4-chlorobenzoyl)-3-pyrrolidinyl]amino}-1,3-thiazol-4-yl)acrylate), [OH-].[Na+] (NaOH). Run in CO (MeOH). Conditions: temperature 50 celsius, time 3 hour. Yields the product ClC1=CC=C(C(=O)N2CC(CC2)NC=2SC=C(N2)/C=C/C(=O)O)C=C1 ((2E)-3-(2-{[1-(4-chlorobenzoyl)-3-pyrrolidinyl]amino}-1,3-thiazol-4-yl)acrylic acid). Isolated yield 76.4%. Reaction SMILES: [Cl:1][C:2]1[CH:27]=[CH:26][C:5]([C:6]([N:8]2[CH2:12][CH2:11][CH:10]([NH:13][C:14]3[S:15][CH:16]=[C:17](/[CH:19]=[CH:20]/[C:21]([O:23]CC)=[O:22])[N:18]=3)[CH2:9]2)=[O:7])=[CH:4][CH:3]=1.[OH-].[Na+]>CO>[Cl:1][C:2]1[CH:3]=[CH:4][C:5]([C:6]([N:8]2[CH2:12][CH2:11][CH:10]([NH:13][C:14]3[S:15][CH:16]=[C:17](/[CH:19]=[CH:20]/[C:21]([OH:23])=[O:22])[N:18]=3)[CH2:9]2)=[O:7])=[CH:26][CH:27]=1 |f:1.2|. Reported procedure: The mixture of ethyl (2E)-3-(2-{[1-(4-chlorobenzoyl)-3-pyrrolidinyl]amino}-1,3-thiazol-4-yl)acrylate (0.9 g) and 1N-NaOH (4.4 mL) in MeOH (14 mL) was stirred at 50° C. for 3 hours and the mixture was evaporated in vacuo. To the residue was added a solution of AcOEt, THF and water, and the mixture was adjusted to pH 4 with 1N-HCl. The separated organic layer was washed with water, dried over magnesium sulfate and evaporated in vacuo to give (2E)-3-(2-{[1-(4-chlorobenzoyl)-3-pyrrolidinyl]amino}-1,... Reactants: CCO, CN(C)Cc1ccc([N+](=O)[O-])cc1. Product: CN(C)Cc1ccc(N)cc1. As a reaction SMILES: [CH3:14][CH2:15][OH:16].[CH3:1][N:2]([CH2:3][c:4]1[cH:5][cH:6][c:7]([N+:10]([O-:11])=[O:12])[cH:8][cH:9]1)[CH3:13]>>[CH3:1][N:2]([CH2:3][c:4]1[cH:5][cH:6][c:7]([NH2:10])[cH:8][cH:9]1)[CH3:13]. The reactants are B, COC(=O)C1(C)COCC(=O)N1Cc1ccccc1, C1CCOC1, CSC, CCOC(C)=O, O. The product is COC(=O)C1(C)COCCN1Cc1ccccc1. Reaction SMILES: [BH3:23].[CH2:1]([c:2]1[cH:3][cH:4][cH:5][cH:6][cH:7]1)[N:8]1[C:9]([C:15](=[O:16])[O:17][CH3:18])([CH3:19])[CH2:10][O:11][CH2:12][C:13]1=[O:14].[CH2:31]1[O:32][CH2:33][CH2:34][CH2:35]1.[CH3:20][S:21][CH3:22].[CH3:25][CH2:26][O:27][C:28]([CH3:29])=[O:30].[OH2:24]>>[CH2:1]([c:2]1[cH:3][cH:4][cH:5][cH:6][cH:7]1)[N:8]1[C:9]([C:15](=[O:16])[O:17][CH3:18])([CH3:19])[CH2:10][O:11][CH2:12][CH2:13]1. Reactants: C(C1=CC=CC=C1)N1C(N([C@@H](C1)C(=O)O)C([C@H](C)N[C@@H](CCC1=CC=CC=C1)C(=O)OCC1=CC=CC=C1)=O)=O ((4S)-1-benzyl-3-{(2S)-2-[N-((1S)-1-benzyloxycarbonyl-3-phenylpropyl)amino]propionyl}-2-oxo-imidazolidine-4-carboxylic acid). The reagents and catalysts are [Pd] (palladium black). The solvent is CO (methanol), [H][H] (hydrogen). The product is C(C1=CC=CC=C1)N1C(N([C@@H](C1)C(=O)O)C([C@H](C)N[C@@H](CCC1=CC=CC=C1)C(=O)O)=O)=O ((4S)-1-benzyl-3-{(2S)-2-[N-((1S)-1-carboxy-3-phenylpropyl)amino]propionyl}-2-oxo-imidazolidine-4-carboxylic acid). Isolated yield 83.9%. Reaction SMILES: [CH2:1]([N:8]1[CH2:12][C@@H:11]([C:13]([OH:15])=[O:14])[N:10]([C:16](=[O:39])[C@@H:17]([NH:19][C@H:20]([C:29]([O:31]CC2C=CC=CC=2)=[O:30])[CH2:21][CH2:22][C:23]2[CH:28]=[CH:27][CH:26]=[CH:25][CH:24]=2)[CH3:18])[C:9]1=[O:40])[C:2]1[CH:7]=[CH:6][CH:5]=[CH:4][CH:3]=1>CO.[H][H].[Pd]>[CH2:1]([N:8]1[CH2:12][C@@H:11]([C:13]([OH:15])=[O:14])[N:10]([C:16](=[O:39])[C@@H:17]([NH:19][C@H:20]([C:29]([OH:31])=[O:30])[CH2:21][CH2:22][C:23]2[CH:24]=[CH:25][CH:26]=[CH:27][CH:28]=2)[CH3:18])[C:9]1=[O:40])[C:2]1[CH:7]=[CH:6][CH:5]=[CH:4][CH:3]=1. Reported procedure: 1.0 g of (4S)-1-benzyl-3-{(2S)-2-[N-((1S)-1-benzyloxycarbonyl-3-phenylpropyl)amino]propionyl}-2-oxo-imidazolidine-4-carboxylic acid is dissolved in 20 ml of methanol, and 50 mg of palladium black are added thereto. The mixture is shaken at room temperature in hydrogen gas atmosphere for two hours under an atmospheric pressure. Insoluble materials are filtered off, and the filtrate is concentrated under reduced pressure to remove solvent. The residue is triturated with ether, whereby 0.7 g of (4S... Starting materials: O.NN (hydrazine hydrate), C1(C=2C(C(N1C1=CC=CC3=CC=CC=C13)=O)=CC=CC2)=O (phthalimido naphthalene). Run in C(C)O (ethanol). Product: NCCCOC1=CC=C2C=CC=C(C2=C1)N1CCCC1 (7-(3-Aminopropoxy)-1-pyrrolidinyl-naphthalene). As a reaction SMILES: [OH2:1].NN.[C:4]1(=O)[N:8]([C:9]2[C:18]3[C:13](=[CH:14][CH:15]=[CH:16][CH:17]=3)[CH:12]=[CH:11][CH:10]=2)[C:7](=O)[C:6]2=CC=CC=[C:5]12>C(O)C>[NH2:8][CH2:7][CH2:6][CH2:5][O:1][C:16]1[CH:17]=[C:18]2[C:13]([CH:12]=[CH:11][CH:10]=[C:9]2[N:8]2[CH2:4][CH2:5][CH2:6][CH2:7]2)=[CH:14][CH:15]=1 |f:0.1|. Procedure details: 85% hydrazine hydrate (9.6 ml) is added to a stirred solution of the phthalimido naphthalene prepared as described in the previous step (about 50 g) in absolute ethanol (about 500 ml). The reaction mixture is heated at reflux for about 3 hours and allowed to cool. The resulting precipitate is removed by filtration and washed with absolute ethanol. The filtrate is evaporated in vacuo and the residue triturated with 5% aqueous hydrochloric acid. The aqueous suspension is filtered and the solid was...